Dataset: the Open Reaction Database (ORD), a public repository of structured organic reaction records. Task: describe an organic reaction: reactants, conditions, products, and yield Starting materials: C1=CC=C2C(=C1)C=CO2 (2,3-benzofuran), C(CCC)[Li] (n-butyllithium), hexanes. Yields the product O1C(=CC2=C1C=CC=C2)[Li] (2-benzofuranyl lithium). Reaction SMILES: [CH:1]1[CH:6]=[C:5]2[CH:7]=[CH:8][O:9][C:4]2=[CH:3][CH:2]=1.C([Li:14])CCC>>[O:9]1[C:4]2[CH:3]=[CH:2][CH:1]=[CH:6][C:5]=2[CH:7]=[C:8]1[Li:14]. Procedure: To a solution of 2,3-benzofuran (2.0 ml, 18.15 mmol, in 50 ml of anhydrous ether) was added 1.6M n-butyllithium in hexanes (12.5 ml, 20 mmol). To the 2-benzofuranyl lithium formed by stirring the solution at room temp. for 1 hour was added (ice bath) the compound 5(b) (1.62 g, 7.22 mmol) dissolved in anhydrous tetrahydrofuran (70 ml). The reaction was continued at ice-bath temperature for 3 hours then worked-up as described to afford 0.89 g (44%) of product as off-white solids. This material was... The reactants are B(Br)(Br)Br (boron tribromide), C(CCC)(=O)C=1C=NC2=CC=C(C=C2C1Cl)OC (3-Butyryl-4-chloro-6-methoxyquinoline), [OH-].[Na+] (sodium hydroxide). Run in ClCCl (dichloromethane). Conditions: time 8 hour. Yields the product C(CCC)(=O)C=1C=NC2=CC=C(C=C2C1Cl)O (3-butyryl-4-chloro-6-hydroxyquinoline). Yield: 20.1%. RXN SMILES: [C:1]([C:6]1[CH:7]=[N:8][C:9]2[C:14]([C:15]=1[Cl:16])=[CH:13][C:12]([O:17]C)=[CH:11][CH:10]=2)(=[O:5])[CH2:2][CH2:3][CH3:4].B(Br)(Br)Br.[OH-].[Na+]>ClCCl>[C:1]([C:6]1[CH:7]=[N:8][C:9]2[C:14]([C:15]=1[Cl:16])=[CH:13][C:12]([OH:17])=[CH:11][CH:10]=2)(=[O:5])[CH2:2][CH2:3][CH3:4] |f:2.3|. Reported procedure: 3-Butyryl-4-chloro-6-methoxyquinoline (7.9 g) was stirred in dry dichloromethane (150 ml) under nitrogen and boron tribromide (8.5 ml) was added via a syringe. The mixture was stirred overnight then cautiously added to a large volume of ice. The mixture was taken to pH 14 with sodium hydroxide solution, washed with dichloromethane, neutralized with hydrochloric acid and extracted several times with dichloromethane. The combined extracts were washed with brine, dried, filtered and evaporated to g...